This data is from the Open Reaction Database (ORD), a public repository of structured organic reaction records. The task is: describe an organic reaction: reactants, conditions, products, and yield Procedure details: A suspension of (5)-tert-butyl 3-(3-allylphenyl)-1-((4-methoxyphenyl)(methyl)amino)-1-oxopropan-2-ylcarbamate (220 mg, 0.52 mmol), tert-butyl 2-bromo-3-(2-ethoxy-2-oxoethyl)-1H-indole-1-carboxylate (297 mg, 0.78 mmol), sodium bicarbonate (435 mg, 5.2 mmol) and tetrakis(triphenylphosphine)palladium(0) (60 mg, 0.05 mmol) in 4 ml of DMF was heated to 125° C. overnight. The reaction was cooled to room temperature and then filtered through celite. The filtrate was concentrated and the crude product w... Reaction SMILES: [CH2:1]([C:4]1[CH:5]=[C:6]([CH2:10][C@H:11]([NH:24][C:25](=[O:31])[O:26][C:27]([CH3:30])([CH3:29])[CH3:28])[C:12]([N:14]([C:16]2[CH:21]=[CH:20][C:19]([O:22][CH3:23])=[CH:18][CH:17]=2)[CH3:15])=[O:13])[CH:7]=[CH:8][CH:9]=1)[CH:2]=[CH2:3].Br[C:33]1[N:34]([C:48]([O:50][C:51]([CH3:54])([CH3:53])[CH3:52])=[O:49])[C:35]2[C:40]([C:41]=1[CH2:42][C:43]([O:45][CH2:46][CH3:47])=[O:44])=[CH:39][CH:38]=[CH:37][CH:36]=2.C(=O)(O)[O-].[Na+]>CN(C=O)C.C1C=CC([P]([Pd]([P](C2C=CC=CC=2)(C2C=CC=CC=2)C2C=CC=CC=2)([P](C2C=CC=CC=2)(C2C=CC=CC=2)C2C=CC=CC=2)[P](C2C=CC=CC=2)(C2C=CC=CC=2)C2C=CC=CC=2)(C2C=CC=CC=2)C2C=CC=CC=2)=CC=1>[C:27]([O:26][C:25]([NH:24][C@H:11]([C:12]([N:14]([C:16]1[CH:17]=[CH:18][C:19]([O:22][CH3:23])=[CH:20][CH:21]=1)[CH3:15])=[O:13])[CH2:10][C:6]1[CH:5]=[C:4]([CH2:1][CH:2]=[CH:3][C:33]2[N:34]([C:48]([O:50][C:51]([CH3:52])([CH3:54])[CH3:53])=[O:49])[C:35]3[C:40]([C:41]=2[CH2:42][C:43]([O:45][CH2:46][CH3:47])=[O:44])=[CH:39][CH:38]=[CH:37][CH:36]=3)[CH:9]=[CH:8][CH:7]=1)=[O:31])([CH3:30])([CH3:29])[CH3:28] |f:2.3,^1:68,70,89,108|. Run in CN(C)C=O (DMF). Reagents/catalysts: C=1C=CC(=CC1)[P](C=2C=CC=CC2)(C=3C=CC=CC3)[Pd]([P](C=4C=CC=CC4)(C=5C=CC=CC5)C=6C=CC=CC6)([P](C=7C=CC=CC7)(C=8C=CC=CC8)C=9C=CC=CC9)[P](C=1C=CC=CC1)(C=1C=CC=CC1)C=1C=CC=CC1 (tetrakis(triphenylphosphine)palladium(0)). Run at temperature 125 celsius. The product is C(C)(C)(C)OC(=O)N[C@@H](CC=1C=C(C=CC1)CC=CC=1N(C2=CC=CC=C2C1CC(=O)OCC)C(=O)OC(C)(C)C)C(=O)N(C)C1=CC=C(C=C1)OC ((5)-tert-butyl 2-(3-(3-(2-(tert-butoxycarbonylamino)-3-((4-methoxyphenyl)(methyl)amino)-3-oxopropyl)phenyl)prop-1-enyl)-3-(2-ethoxy-2-oxoethyl)-1H-indole-1-carboxylate). Isolated yield 48.1%. Reactants: C(C=C)C=1C=C(C=CC1)C[C@@H](C(=O)N(C)C1=CC=C(C=C1)OC)NC(OC(C)(C)C)=O ((5)-tert-butyl 3-(3-allylphenyl)-1-((4-methoxyphenyl)(methyl)amino)-1-oxopropan-2-ylcarbamate), BrC=1N(C2=CC=CC=C2C1CC(=O)OCC)C(=O)OC(C)(C)C (tert-butyl 2-bromo-3-(2-ethoxy-2-oxoethyl)-1H-indole-1-carboxylate), C([O-])(O)=O.[Na+] (sodium bicarbonate). The reactants are tetrabutylammonium salt, P(=O)(OC(C)(C)C)(OC(C)(C)C)[O-] (bis-tert butyl phosphate), ClCI (chloroiodomethane). The solvent is C1=CC=CC=C1 (benzene). Conditions: time 4 hour. Product: P(=O)(OC(C)(C)C)(OC(C)(C)C)OCCl (di-tert-butyl chloromethyl phosphate). Reaction SMILES: [P:1]([O-:13])([O:8][C:9]([CH3:12])([CH3:11])[CH3:10])([O:3][C:4]([CH3:7])([CH3:6])[CH3:5])=[O:2].[Cl:14][CH2:15]I>C1C=CC=CC=1>[P:1]([O:13][CH2:15][Cl:14])([O:3][C:4]([CH3:6])([CH3:7])[CH3:5])([O:8][C:9]([CH3:12])([CH3:11])[CH3:10])=[O:2]. Procedure: The tetrabutylammonium salt of bis-tert butyl phosphate (45.1 g, 0.1 mol) and chloroiodomethane (200 g, 1.14 mol) were combined in 100 ml of benzene and the mixture was stirred at room temperature for four hours and then the benzene was removed under vacuum. A portion of 500 ml of ethyl ether was added to the residue and insoluble solid was filtered away. Concentration of the filtrate in vacuo and removal of the volitiles on a vacuum pump provided di-tert-butyl chloromethyl phosphate, as a light... Reactants: C(#N)C1=CC=C2C(CCOC2=C1)=O (7-(cyano)-4-chromanone), C(C)(=O)[O-].[NH4+] (ammonium acetate), C(#N)[BH3-].[Na+] (sodium cyanoborohydride). Conditions: time 48 hour. Yields the product C(#N)C1=CC=C2C(CCOC2=C1)N (7-(cyano)-4-chromanylamine). Yield: 60.6%. As a reaction SMILES: [C:1]([C:3]1[CH:12]=[C:11]2[C:6]([C:7](=O)[CH2:8][CH2:9][O:10]2)=[CH:5][CH:4]=1)#[N:2].C([O-])(=O)C.[NH4+].C([BH3-])#[N:20].[Na+]>>[C:1]([C:3]1[CH:12]=[C:11]2[C:6]([CH:7]([NH2:20])[CH2:8][CH2:9][O:10]2)=[CH:5][CH:4]=1)#[N:2] |f:1.2,3.4|. Procedure: A dry, 200 mL round bottom flask was charged with 0.85 g (4.83 mmol) of 7-(cyano)-4-chromanone, 3.72 g (48.30 mmol) of ammonium acetate, and 0.91 g (14.45 mmol) of sodium cyanoborohydride. The flask was then purged with argon, and 30 mL of dry methanol was added by syringe. The solution was stirred at room temp for 48 hours. Concentrated HCl was slowly added dropwise until pH<2 was reached. The methanol was then evaporated by rotovap, and 30 mL of water was added to the suspension, which was the...